Dataset: the Open Reaction Database (ORD), a public repository of structured organic reaction records. Task: describe an organic reaction: reactants, conditions, products, and yield Yield: 26.6%. Yields the product NC1=C(C=CC(=C1)SC#N)NC(=S)NC(=O)OC (2-amino-1-(3-methoxycarbonyl-2-thioureido)-4-thiocyanatobenzene). Procedure: A stirred mixture of 1-(3-methoxycarbonyl-2-thioureido)-2-nitro-4-thiocyanatobenzene (27.0 g.), ferrous chloride tetrahydrate (5.85 g.), methanol (450 ml.) and water (100 ml.) was brought to reflux and treated with reduced iron powder (29.7 g.) portionwise during 5 minutes. The mixture was heated at reflux for one hour, methanol (250 ml.) was added, and the boiling solution was filtered hot. The filtrate was evaporated to dryness and the residue was extracted with boiling methanol (3× 500 ml.). ... The reactants are reduced iron, COC(=O)NC(NC1=C(C=C(C=C1)SC#N)[N+](=O)[O-])=S (1-(3-methoxycarbonyl-2-thioureido)-2-nitro-4-thiocyanatobenzene), ferrous chloride tetrahydrate, O (water). Reaction SMILES: [CH3:1][O:2][C:3]([NH:5][C:6](=[S:20])[NH:7][C:8]1[CH:13]=[CH:12][C:11]([S:14][C:15]#[N:16])=[CH:10][C:9]=1[N+:17]([O-])=O)=[O:4].O>CO>[NH2:17][C:9]1[CH:10]=[C:11]([S:14][C:15]#[N:16])[CH:12]=[CH:13][C:8]=1[NH:7][C:6]([NH:5][C:3]([O:2][CH3:1])=[O:4])=[S:20]. The solvent is CO (methanol), CO (methanol).